Dataset: the Open Reaction Database (ORD), a public repository of structured organic reaction records. Task: describe an organic reaction: reactants, conditions, products, and yield Reported procedure: 1-Butyl-4-piperidinylmethanol (0.500 g 2.12 mmol) was dissolved in dry THF (3 ml) and treated with methyllithium (1.5M solution in diethyl ether) 2.16 ml, 2.33 mmol) with stirring under nitrogen. After 10 minutes, N-chlorocarbonyl-1,2,3,4,4a,9a-hexahydrocarbazole (0.630 g, 2.68 mmol) (Ref: WO 89/09217) in dry THF (5 ml) was added dropwise with stirring. After 48 hours, the reaction mixture was filtered and the filtrate evaporated under reduced pressure. The residue was purified by silica-gel chr... Run at time 10 minute. Yields the product C(=O)(O)N1C2=CC=CC=C2C2CCCC(C12)CC1CCN(CC1)CCCC (N-Carboxy-[1-butyl-4-piperidinylmethyl]-1,2,3,4,4a,9a-hexahydrocarbazole). RXN SMILES: [CH2:1]([N:5]1[CH2:10][CH2:9][CH:8]([CH2:11]O)[CH2:7][CH2:6]1)[CH2:2][CH2:3][CH3:4].C[Li].Cl[C:16]([N:18]1[CH:30]2[CH:25]([CH2:26][CH2:27][CH2:28][CH2:29]2)[C:24]2[C:19]1=[CH:20][CH:21]=[CH:22][CH:23]=2)=[O:17].C1C[O:34]CC1>>[C:16]([N:18]1[CH:30]2[CH:25]([CH2:26][CH2:27][CH2:28][CH:29]2[CH2:11][CH:8]2[CH2:7][CH2:6][N:5]([CH2:1][CH2:2][CH2:3][CH3:4])[CH2:10][CH2:9]2)[C:24]2[C:19]1=[CH:20][CH:21]=[CH:22][CH:23]=2)([OH:34])=[O:17]. Reactants: C[Li] (methyllithium), C(CCC)N1CCC(CC1)CO (1-Butyl-4-piperidinylmethanol), C1CCOC1 (THF), ClC(=O)N1C2=CC=CC=C2C2CCCCC12 (N-chlorocarbonyl-1,2,3,4,4a,9a-hexahydrocarbazole), C1CCOC1 (THF). Reactants: N1=CC=C(C=C1)C=C1C(C2=CC=CC=C2C(C1)C)=O (2-(4-pyridylmethylene)-3,4-dihydro-4-methyl-1(2H)-napthalenone), O.NN (hydrazine hydrate). Solvent: C(C)(C)O (isopropanol). Product: CC1CC=2C(=NNC2C2=CC=NC=C2)C2=CC=CC=C12 (4,5-dihydro-5-methyl-3-(4-pyridyl)-2H-naphtho[1,2-c]pyrazole). Reaction SMILES: [N:1]1[CH:6]=[CH:5][C:4]([CH:7]=[C:8]2[CH2:17][CH:16]([CH3:18])[C:15]3[C:10](=[CH:11][CH:12]=[CH:13][CH:14]=3)[C:9]2=O)=[CH:3][CH:2]=1.O.[NH2:21][NH2:22]>C(O)(C)C>[CH3:18][CH:16]1[C:15]2[C:10](=[CH:11][CH:12]=[CH:13][CH:14]=2)[C:9]2=[N:21][NH:22][C:7]([C:4]3[CH:5]=[CH:6][N:1]=[CH:2][CH:3]=3)=[C:8]2[CH2:17]1 |f:1.2|. Procedure: To 24.0 grams (0.1 oles) of the compound of Step A of this exampel in a flask equipped with stirrer and condenser are added 4.8 grams (0.15 Mole) of hydrazine hydrate (95%) and 150 ml. of isopropanol. The mixture is stirred and refluxed for about 24 hours and the solvent is then crystallized from methanol to given 4,5-dihydro-5-methyl-3-(4-pyridyl)-2h-naphtho[1,2-c]pyrazole.